From a dataset of the Open Reaction Database (ORD), a public repository of structured organic reaction records. describe an organic reaction: reactants, conditions, products, and yield The solvent is C(C)O (ethanol). Starting materials: C(CCCCCCCCCCCCCCCCC)(=O)OC1CCN(CC1)O (1-hydroxy-piperdin-4-yl stearate), C([O-])([O-])=O.[K+].[K+] (potassium carbonate), C(C=C)Br (allyl bromide). Reaction SMILES: [C:1]([O:20][CH:21]1[CH2:26][CH2:25][N:24]([OH:27])[CH2:23][CH2:22]1)(=[O:19])[CH2:2][CH2:3][CH2:4][CH2:5][CH2:6][CH2:7][CH2:8][CH2:9][CH2:10][CH2:11][CH2:12][CH2:13][CH2:14][CH2:15][CH2:16][CH2:17][CH3:18].C(=O)([O-])[O-].[K+].[K+].[CH2:34](Br)[CH:35]=[CH2:36]>C(O)C>[C:1]([O:20][CH:21]1[CH2:26][CH2:25][N:24]([O:27][CH2:36][CH:35]=[CH2:34])[CH2:23][CH2:22]1)(=[O:19])[CH2:2][CH2:3][CH2:4][CH2:5][CH2:6][CH2:7][CH2:8][CH2:9][CH2:10][CH2:11][CH2:12][CH2:13][CH2:14][CH2:15][CH2:16][CH2:17][CH3:18] |f:1.2.3|. Procedure: Repeating the general procedure of Example 1 using 1-hydroxy-piperdin-4-yl stearate, potassium carbonate and allyl bromide in ethanol solvent yields the title compound. Yields the product C(CCCCCCCCCCCCCCCCC)(=O)OC1CCN(CC1)OCC=C (1-Allyloxypiperidin-4-yl Stearate). Reactants: C(CCCCC)C1=CC=C(C=C1)[C@@H]1[C@@H](COC2=CC(=CC=C12)OC)C1=CC=CC=C1 ((±)-cis-4-(4-hexylphenyl)-7-methoxy-3-phenylchromane), Cl.N1=CC=CC=C1 (pyridine hydrochloride). Run in O (water), C(C)O (ethanol), ClCCl (dichloromethane). Run at temperature 152.5 celsius. Product: C(CCCCC)C1=CC=C(C=C1)[C@@H]1[C@@H](COC2=CC(=CC=C12)O)C1=CC=CC=C1 ((±)-cis-4-(4-Hexylphenyl)-7-hydroxy-3-phenylchromane). As a reaction SMILES: [CH2:1]([C:7]1[CH:12]=[CH:11][C:10]([C@H:13]2[C:22]3[C:17](=[CH:18][C:19]([O:23]C)=[CH:20][CH:21]=3)[O:16][CH2:15][C@H:14]2[C:25]2[CH:30]=[CH:29][CH:28]=[CH:27][CH:26]=2)=[CH:9][CH:8]=1)[CH2:2][CH2:3][CH2:4][CH2:5][CH3:6].Cl.N1C=CC=CC=1>O.C(O)C.ClCCl>[CH2:1]([C:7]1[CH:8]=[CH:9][C:10]([C@H:13]2[C:22]3[C:17](=[CH:18][C:19]([OH:23])=[CH:20][CH:21]=3)[O:16][CH2:15][C@H:14]2[C:25]2[CH:26]=[CH:27][CH:28]=[CH:29][CH:30]=2)=[CH:11][CH:12]=1)[CH2:2][CH2:3][CH2:4][CH2:5][CH3:6] |f:1.2|. Reported procedure: A mixture of (±)-cis-4-(4-hexylphenyl)-7-methoxy-3-phenylchromane (0.46 g, 1.15 mmol) and anhydrous pyridine hydrochloride (6.60 g, 57.4 mmol) was heated to 150-155° C. as a melt for 18 hours. The mixture was cooled to room temperature, and the resulting orange coloured wax dissolved in a mixture of water (100 ml), hot ethanol (10 ml) and dichloromethane (100 ml). The organic layer was separated and the aqueous layer further extracted with dichloromethane (3×50 ml). The combined organic layers w... RXN SMILES: [CH2:1]([C:2]#[C:3][CH3:4])[O:5][c:6]1[cH:7][cH:8][c:9]([S:12](=[O:13])(=[O:14])[NH:15][C:16]2([C:21](=[O:22])[O:23][CH3:24])[CH2:17][CH2:18][CH2:19][CH2:20]2)[cH:10][cH:11]1.[CH2:29]1[O:30][CH2:31][CH2:32][CH2:33]1.[CH3:27][OH:28].[Na+:26].[OH-:25]>>[CH2:1]([C:2]#[C:3][CH3:4])[O:5][c:6]1[cH:7][cH:8][c:9]([S:12](=[O:13])(=[O:14])[NH:15][C:16]2([C:21](=[O:22])[OH:23])[CH2:17][CH2:18][CH2:19][CH2:20]2)[cH:10][cH:11]1. Yields the product CC#CCOc1ccc(S(=O)(=O)NC2(C(=O)O)CCCC2)cc1. Starting materials: CC#CCOc1ccc(S(=O)(=O)NC2(C(=O)OC)CCCC2)cc1, C1CCOC1, CO, [Na+], [OH-]. Run in ClC1=C(C=CC=C1)Cl (1,2-dichlorobenzene). Procedure details: 10.0 g (30.1 mmole) of (R)-(+)-N-(2-bromoethyl)-α-methylbenzylamine hydrobromide produced in Example 9(1) above was suspended in 60 ml of 1,2-dichlorobenzene and then heated to 145° C. 13.47 g (96.54 mmole) of anhydrous aluminum chloride (AlCl3) was added thereto over 40 minutes. The reaction solution was stirred for further 30 minutes at same temperature, cooled to room temperature and poured onto 250 g of ice-water with stirring. 30 ml of con. hydrochloric acid was added thereto and the mixtur... The product is C[C@H]1NCCC2=CC=CC=C12 ((R)-(+)-1-methyl-1,2,3,4-tetrahydroisoquinoline). The reactants are Br.BrCCN[C@@H](C1=CC=CC=C1)C ((R)-(+)-N-(2-bromoethyl)-α-methylbenzylamine hydrobromide), Cl (hydrochloric acid), [Cl-].[Al+3].[Cl-].[Cl-] (aluminum chloride), ice water. Reaction SMILES: Br.Br[CH2:3][CH2:4][NH:5][C@H:6]([CH3:13])[C:7]1[CH:12]=[CH:11][CH:10]=[CH:9][CH:8]=1.[Cl-].[Al+3].[Cl-].[Cl-].Cl>ClC1C=CC=CC=1Cl>[CH3:13][C@@H:6]1[C:7]2[C:12](=[CH:11][CH:10]=[CH:9][CH:8]=2)[CH2:3][CH2:4][NH:5]1 |f:0.1,2.3.4.5|. The yield is 69.1%. Conditions: temperature 145 celsius, time 40 minute. Starting materials: ClC1=CC=C2C3=C(NC2=C1OCC(F)(F)F)C(OCC3)(CC(=O)OC)CC (methyl 7-chloro-1-ethyl-1,3,4,9-tetrahydro-8-(2,2,2-trifluoroethoxy)-pyrano[3,4-b]indole-1-acetate), [OH-].[Na+] (NaOH). Solvent: petroleum ether, C1(=CC=CC=C1)C (toluene). Product: ClC1=CC=C2C3=C(NC2=C1OCC(F)(F)F)C(OCC3)(CC(=O)O)CC (7-chloro-1-ethyl-1,3,4,9-tetrahydro-8-(2,2,2-trifluoroethoxy)-pyrano[3,4-b]indole-1-acetic acid). Isolated yield 89.3%. RXN SMILES: [Cl:1][C:2]1[C:10]([O:11][CH2:12][C:13]([F:16])([F:15])[F:14])=[C:9]2[C:5]([C:6]3[CH2:20][CH2:19][O:18][C:17]([CH2:26][CH3:27])([CH2:21][C:22]([O:24]C)=[O:23])[C:7]=3[NH:8]2)=[CH:4][CH:3]=1.[OH-].[Na+]>C1(C)C=CC=CC=1>[Cl:1][C:2]1[C:10]([O:11][CH2:12][C:13]([F:14])([F:15])[F:16])=[C:9]2[C:5]([C:6]3[CH2:20][CH2:19][O:18][C:17]([CH2:26][CH3:27])([CH2:21][C:22]([OH:24])=[O:23])[C:7]=3[NH:8]2)=[CH:4][CH:3]=1 |f:1.2|. Reported procedure: A mixture of methyl 7-chloro-1-ethyl-1,3,4,9-tetrahydro-8-(2,2,2-trifluoroethoxy)-pyrano[3,4-b]indole-1-acetate (3.2 g, 8 mmol) EtOH (25 mL) and 1N NaOH (10 mL) was refluxed for 2 hours. At the end of this time the EtOH was removed in vacuo and the rsidue diluted with H2O (25 mL). This aqueous mixture was acidified with 1N HCl, then extracted with ether (150 mL). The ether layer was washed with saturated brine (2×100 mL), dried (MgSO4), and concentrated to yield a light yellow oil. This oil was ... Starting materials: CCOC(=O)c1sc(S(C)(=O)=O)c(C#N)c1-c1ccc(I)cc1, COC(=O)c1sc(N=[N+]=[N-])c(C#N)c1-c1ccccc1C(C)(C)C. Product: CCOC(=O)c1sc(N=[N+]=[N-])c(C#N)c1-c1ccc(I)cc1. Reaction SMILES: [CH2:25]([CH3:26])[O:27][C:28](=[O:29])[c:30]1[s:31][c:32]([S:44]([CH3:45])(=[O:46])=[O:47])[c:33]([C:42]#[N:43])[c:34]1-[c:35]1[cH:36][cH:37][c:38]([I:41])[cH:39][cH:40]1.[CH3:1][O:2][C:3]([c:4]1[s:5][c:6]([N:22]=[N+:23]=[N-:24])[c:7]([C:8]#[N:9])[c:10]1-[c:11]1[cH:12][cH:13][cH:14][cH:15][c:16]1[C:17]([CH3:18])([CH3:19])[CH3:20])=[O:21]>>[N:22](=[N+:23]=[N-:24])[c:32]1[s:31][c:30]([C:28]([O:27][CH2:25][CH3:26])=[O:29])[c:34](-[c:35]2[cH:36][cH:37][c:38]([I:41])[cH:39][cH:40]2)[c:33]1[C:42]#[N:43]. The reactants are solution, [BH4-].[Li+] (lithium borohydride), C(C1=CC=CC=C1)OC1=CC2=C(NC(=NS2(=O)=O)C=2C(N(C3=CC=CC=C3C2O)N=CCC)=O)C=C1 (3-[7-(benzyloxy)-1,1-dioxido-4H-1,2,4-benzothiadiazin-3-yl]-4-hydroxy-1-[propylideneamino]quinolin-2(1H)-one), CO (methanol). Solvent: O1CCCC1 (tetrahydrofuran), O1CCCC1 (tetrahydrofuran), Cl (hydrochloric acid). Conditions: temperature 25 celsius, time 1 hour. Yields the product C(C1=CC=CC=C1)OC1=CC2=C(NC(=NS2(=O)=O)C=2C(N(C3=CC=CC=C3C2O)NCCC)=O)C=C1 (3-[7-(benzyloxy)-1,1-dioxido-4H-1,2,4-benzothiadiazin-3-yl]-4-hydroxy-1-(propylamino)quinolin-2(1H)-one). Yield: 44.0%. As a reaction SMILES: [CH2:1]([O:8][C:9]1[CH:36]=[CH:35][C:12]2[NH:13][C:14]([C:19]3[C:20](=[O:34])[N:21]([N:30]=[CH:31][CH2:32][CH3:33])[C:22]4[C:27]([C:28]=3[OH:29])=[CH:26][CH:25]=[CH:24][CH:23]=4)=[N:15][S:16](=[O:18])(=[O:17])[C:11]=2[CH:10]=1)[C:2]1[CH:7]=[CH:6][CH:5]=[CH:4][CH:3]=1.CO.[BH4-].[Li+]>O1CCCC1.Cl>[CH2:1]([O:8][C:9]1[CH:36]=[CH:35][C:12]2[NH:13][C:14]([C:19]3[C:20](=[O:34])[N:21]([NH:30][CH2:31][CH2:32][CH3:33])[C:22]4[C:27]([C:28]=3[OH:29])=[CH:26][CH:25]=[CH:24][CH:23]=4)=[N:15][S:16](=[O:18])(=[O:17])[C:11]=2[CH:10]=1)[C:2]1[CH:3]=[CH:4][CH:5]=[CH:6][CH:7]=1 |f:2.3|. Reported procedure: The product of Example 358A (0.045 g, 0.09 mmol) in tetrahydrofuran (2 mL) at 0° C. was treated with methanol (0.005 mL, 0.35 mmol), followed by dropwise addition of a 2.0 M solution of lithium borohydride in tetrahydrofuran (0.07 mL, 0.13 mmol), stirred at 25° C. for one hour, and diluted with 1 N hydrochloric acid. The resulting precipitate was filtered and dried. The solid was dissolved in tetrahydrofuran and absorbed onto silica gel by evaporating to dryness. The resulting silica was loaded ... Starting materials: C(C)(C)(C)OC(=O)N[C@H](C(=O)O)C(C)C.OCCN1C(C(CCC1=O)N1C(C2=CC=CC=C2C1=O)=O)=O (2-(1-(2-hydroxyethyl)-2,6-dioxopiperidin-3-yl)isoindolin-1,3-dione (S)-2-(tert-butoxycarbonylamino)-3-methylbutanoate). The solvent is C(=O)(C(F)(F)F)O.C(Cl)Cl (TFA DCM). Conditions: time 4 hour. The product is N[C@H](C(=O)O)C(C)C.OCCN1C(C(CCC1=O)N1C(C2=CC=CC=C2C1=O)=O)=O (2-(1-(2-hydroxyethyl)-2,6-dioxopiperidin-3-yl)isoindolin-1,3-dione (S)-2-amino-3-methylbutanoate), solid. As a reaction SMILES: C(OC([NH:8][C@@H:9]([CH:13]([CH3:15])[CH3:14])[C:10]([OH:12])=[O:11])=O)(C)(C)C.[OH:16][CH2:17][CH2:18][N:19]1[C:24](=[O:25])[CH2:23][CH2:22][CH:21]([N:26]2[C:34](=[O:35])[C:33]3[C:28](=[CH:29][CH:30]=[CH:31][CH:32]=3)[C:27]2=[O:36])[C:20]1=[O:37]>C(O)(C(F)(F)F)=O.C(Cl)Cl>[NH2:8][C@@H:9]([CH:13]([CH3:15])[CH3:14])[C:10]([OH:12])=[O:11].[OH:16][CH2:17][CH2:18][N:19]1[C:24](=[O:25])[CH2:23][CH2:22][CH:21]([N:26]2[C:27](=[O:36])[C:28]3[C:33](=[CH:32][CH:31]=[CH:30][CH:29]=3)[C:34]2=[O:35])[C:20]1=[O:37] |f:0.1,2.3,4.5|. Reported procedure: 2-(1-(2-hydroxyethyl)-2,6-dioxopiperidin-3-yl)isoindolin-1,3-dione (S)-2-(tert-butoxycarbonylamino)-3-methylbutanoate (410 mg) was dissolved in 30% TFA/DCM (5 mL), the mixture was stirred on a magnetic stirrer for 4 hrs at room temperature. White foam was obtained after reduced pressure distillation to distill off the solvent. The foam was dissolved in DCM (30 mL). The resultant solution washed with aqueous saturated sodium bicarbonate solution and brine (30 mL), dried over anhydrous magnesium s... Starting materials: O1C(=CC=C1)CC(=O)O (2-furylacetic acid), C=1C=CC2=C(C1)N=NN2O (HOBT), CCN(C(C)C)C(C)C (DIPEA), COC(C1=CC(=C(C=C1)NC(CC)CC)N)=O (3-amino-4-(1-ethyl-propylamino)-benzoic acid methyl ester), CCN(C(C)C)C(C)C (DIPEA). Solvent: CN(C)C=O (DMF), C(CCl)Cl (EDC), O (water). Run at time 16 hour. The product is COC(C1=CC(=C(C=C1)NC(CC)CC)NC(CC=1OC=CC1)=O)=O (4-(1-Ethyl-propylamino)-3-(2-furan-2-yl-acetylamino)-benzoic acid methyl ester). Isolated yield 87.0%. As a reaction SMILES: [O:1]1[CH:5]=[CH:4][CH:3]=[C:2]1[CH2:6][C:7]([OH:9])=O.C1C=CC2N(O)N=NC=2C=1.CCN(C(C)C)C(C)C.[CH3:29][O:30][C:31](=[O:45])[C:32]1[CH:37]=[CH:36][C:35]([NH:38][CH:39]([CH2:42][CH3:43])[CH2:40][CH3:41])=[C:34]([NH2:44])[CH:33]=1>CN(C=O)C.O.C(Cl)CCl>[CH3:29][O:30][C:31](=[O:45])[C:32]1[CH:37]=[CH:36][C:35]([NH:38][CH:39]([CH2:40][CH3:41])[CH2:42][CH3:43])=[C:34]([NH:44][C:7](=[O:9])[CH2:6][C:2]2[O:1][CH:5]=[CH:4][CH:3]=2)[CH:33]=1. Reported procedure: To a solution of 4.48 g of 2-furylacetic acid in 30 ml of dry DMF 1.00 g of HOBT, 3.97 g of EDC and 1.8 ml of DIPEA were added at 0° C. After 30 min 3.50 g of 3-amino-4-(1-ethyl-propylamino)-benzoic acid methyl ester and 1.8 ml of DIPEA were added and the reaction was stirred at it for 16 h. The reaction was then poured into water and extracted with ethyl acetate three times. The combined organic phases were washed with saturated aqueous sodium carbonate solution and saturated aqueous ammonium c...